Dataset: the Open Reaction Database (ORD), a public repository of structured organic reaction records. Task: describe an organic reaction: reactants, conditions, products, and yield RXN SMILES: [C:11](=[S:12])([n:13]1[cH:14][cH:15][n:16][cH:17]1)[n:18]1[cH:19][cH:20][n:21][cH:22]1.[C:24]12([CH2:34][CH2:35][NH:36][CH2:37][CH2:38][CH2:39][CH2:40][CH3:41])[CH2:25][CH:26]3[CH2:27][CH:28]([CH2:29][CH:30]([CH2:31]1)[CH2:32]3)[CH2:33]2.[CH3:52][CH2:53][O:54][C:55](=[O:56])[CH3:57].[ClH:23].[NH2:1][CH2:2][CH2:3][CH2:4][c:5]1[cH:6][cH:7][n:8][cH:9][cH:10]1.[Na+:42].[O:47]1[CH2:48][CH2:49][CH2:50][CH2:51]1.[OH:43][C:44](=[O:45])[O-:46]>>[NH:1]([CH2:2][CH2:3][CH2:4][c:5]1[cH:6][cH:7][n:8][cH:9][cH:10]1)[C:11](=[S:12])[N:36]([CH2:35][CH2:34][C:24]12[CH2:25][CH:26]3[CH2:27][CH:28]([CH2:29][CH:30]([CH2:31]1)[CH2:32]3)[CH2:33]2)[CH2:37][CH2:38][CH2:39][CH2:40][CH3:41]. The reactants are S=C(n1ccnc1)n1ccnc1, CCCCCNCCC12CC3CC(CC(C3)C1)C2, CCOC(C)=O, Cl, NCCCc1ccncc1, [Na+], C1CCOC1, O=C([O-])O. The product is CCCCCN(CCC12CC3CC(CC(C3)C1)C2)C(=S)NCCCc1ccncc1. Reactants: COc1cc(OC)c(CSC(=N)CC#N)c(OC)c1, CCOC(C)=O, S=C=Nc1cccnc1. Yields the product COc1cc(OC)c(CSC(=N)C(C#N)=C(S)Nc2cccnc2)c(OC)c1. As a reaction SMILES: [CH3:1][O:2][c:3]1[c:4]([CH2:5][S:6][C:7]([CH2:8][C:9]#[N:10])=[NH:11])[c:12]([O:18][CH3:19])[cH:13][c:14]([O:16][CH3:17])[cH:15]1.[CH3:29][CH2:30][O:31][C:32](=[O:33])[CH3:34].[n:20]1[cH:21][c:22]([N:26]=[C:27]=[S:28])[cH:23][cH:24][cH:25]1>>[CH3:1][O:2][c:3]1[c:4]([CH2:5][S:6][C:7]([C:8]([C:9]#[N:10])=[C:27]([NH:26][c:22]2[cH:21][n:20][cH:25][cH:24][cH:23]2)[SH:28])=[NH:11])[c:12]([O:18][CH3:19])[cH:13][c:14]([O:16][CH3:17])[cH:15]1.